Dataset: the Open Reaction Database (ORD), a public repository of structured organic reaction records. Task: describe an organic reaction: reactants, conditions, products, and yield Starting materials: C(CCCCCCC\C=C/CCCCCCCC)(=O)NCCCCNC(CCNC(C(C(CO)(C)C)O)=O)=O (N-(4-Oleoylaminobutyl)-3-[N-(2,4-dihydroxy-3,3-dimethyl-1-oxobutyl)amino]propanamide). The solvent is C(C)(=O)OC(C)=O (acetic anhydride). Yields the product C(CCCCCCC\C=C/CCCCCCCC)(=O)NCCCCNC(CCNC(C(C(COC(C)=O)(C)C)OC(C)=O)=O)=O (N-(4-Oleoylaminobutyl)-3-[N-(2,4-diacetoxy-3,3-dimethyl-1-oxobutyl)amino]propanamide). The yield is 164.2%. RXN SMILES: [C:1]([NH:20][CH2:21][CH2:22][CH2:23][CH2:24][NH:25][C:26](=[O:39])[CH2:27][CH2:28][NH:29][C:30](=[O:38])[CH:31]([OH:37])[C:32]([CH3:36])([CH3:35])[CH2:33][OH:34])(=[O:19])[CH2:2][CH2:3][CH2:4][CH2:5][CH2:6][CH2:7][CH2:8]/[CH:9]=[CH:10]\[CH2:11][CH2:12][CH2:13][CH2:14][CH2:15][CH2:16][CH2:17][CH3:18]>C(OC(=O)C)(=O)C>[C:1]([NH:20][CH2:21][CH2:22][CH2:23][CH2:24][NH:25][C:26](=[O:39])[CH2:27][CH2:28][NH:29][C:30](=[O:38])[CH:31]([O:37][C:33](=[O:34])[CH3:32])[C:32]([CH3:35])([CH3:36])[CH2:33][O:34][C:1](=[O:19])[CH3:2])(=[O:19])[CH2:2][CH2:3][CH2:4][CH2:5][CH2:6][CH2:7][CH2:8]/[CH:9]=[CH:10]\[CH2:11][CH2:12][CH2:13][CH2:14][CH2:15][CH2:16][CH2:17][CH3:18]. Reported procedure: N-(4-Oleoylaminobutyl)-3-[N-(2,4-dihydroxy-3,3-dimethyl-1-oxobutyl)amino]propanamide (0.55 g) and 10 ml of acetic anhydride were reacted in the same manner as in Example 36 to obtain 0.52 g of the title compound (yield: 82%).